Task: describe an organic reaction: reactants, conditions, products, and yield. Dataset: the Open Reaction Database (ORD), a public repository of structured organic reaction records Starting materials: C(C)(C)(C)OC(=O)N1CC(CC1)NC(=O)C=1SC=CC1NC1=C2C(=NC=C1)NC=C2 (3-{[3-(1H-Pyrrolo[2,3-b]pyridin-4-ylamino)-thiophene-2-carbonyl]-amino}-pyrrolidine-1-carboxylic acid tert-butyl ester), NCC(C)O (1-amino-2-propanol). Yields the product OCC(C)NC(=O)C=1SC=CC1NC1=C2C(=NC=C1)NC=C2 (3-(1H-Pyrrolo[2,3-b]pyridin-4-ylamino)-thiophene-2-carboxylic acid (2-hydroxy-1-methyl-ethyl)-amide). RXN SMILES: C(OC(N1C[CH2:11][CH:10]([NH:13][C:14]([C:16]2[S:17][CH:18]=[CH:19][C:20]=2[NH:21][C:22]2[CH:27]=[CH:26][N:25]=[C:24]3[NH:28][CH:29]=[CH:30][C:23]=23)=[O:15])[CH2:9]1)=O)(C)(C)C.NCC([OH:35])C>>[OH:35][CH2:9][CH:10]([NH:13][C:14]([C:16]1[S:17][CH:18]=[CH:19][C:20]=1[NH:21][C:22]1[CH:27]=[CH:26][N:25]=[C:24]2[NH:28][CH:29]=[CH:30][C:23]=12)=[O:15])[CH3:11]. Procedure: This compound was prepared in an analogous manner as 3-{[3-(1H-Pyrrolo[2,3-b]pyridin-4-ylamino)-thiophene-2-carbonyl]-amino}-pyrrolidine-1-carboxylic acid tert-butyl ester using 1-amino-2-propanol instead of 1-BOC-3-aminopyrrolidine. LCMS (ESI) 317 (M+H) 1H NMR (400 MHz, DMSO-d6) δ ppm 11.52 (1H, s) 10.29 (1H, s) 8.01 (1H, d, J=5.47 Hz) 7.78 (1H, d, J=5.27 Hz) 7.69 (1H, d, J=8.00 Hz) 7.46 (1H, d, J=5.27 Hz) 7.27-7.33 (1H, m) 6.79 (1H, d, J=5.47 Hz) 6.43 (1H, dd, J=3.51, 1.95 Hz) 4.71 (1H, t, J=5...